From a dataset of the Open Reaction Database (ORD), a public repository of structured organic reaction records. describe an organic reaction: reactants, conditions, products, and yield The reactants are [OH-].[Na+] (sodium hydroxide), N(=[N+]=[N-])CC1CN(CCO1)CC1=CC=CC=C1 (2-azidomethyl-4-benzylmorpholine), [H-].COCCO[Al+]OCCOC.[Na+].[H-] (sodium bis(2-methoxyethoxy)aluminum hydride). Run in C1(=CC=CC=C1)C (toluene), C1(=CC=CC=C1)C (toluene). Conditions: temperature -5 celsius, time 1.5 hour. Product: NCC1CN(CCO1)CC1=CC=CC=C1 (2-aminomethyl-4-benzylmorpholine), oil. Reaction SMILES: [N:1]([CH2:4][CH:5]1[O:10][CH2:9][CH2:8][N:7]([CH2:11][C:12]2[CH:17]=[CH:16][CH:15]=[CH:14][CH:13]=2)[CH2:6]1)=[N+]=[N-].[H-].COCCO[Al+]OCCOC.[Na+].[H-].[OH-].[Na+]>C1(C)C=CC=CC=1>[NH2:1][CH2:4][CH:5]1[O:10][CH2:9][CH2:8][N:7]([CH2:11][C:12]2[CH:17]=[CH:16][CH:15]=[CH:14][CH:13]=2)[CH2:6]1 |f:1.2.3.4,5.6|. Procedure details: A solution of 2-azidomethyl-4-benzylmorpholine (15 g) in toluene (40 ml) is added dropwise to a stirred solution of 70% sodium bis(2-methoxyethoxy)aluminum hydride in toluene (60 ml) cooled to -5° C. The reaction mixture is stirred at 25° C. for 1.5 hours and cooled to 10° C., and the excess of the reducing agent is decomposed by the cautious addition of 10% aqueous sodium hydroxide solution. The organic layer is separated, washed successively with water and saturated aqueous sodium chloride sol... Reactants: Fc1ccc(Br)cc1, O=C([O-])[O-], CC(=O)O[Pd]OC(C)=O, C1COCCO1, [Cs+], [Cs+], O=C(c1cc(C2CCCN2)c2oc(N3CCOCC3)cc(=O)c2c1)N1CCOCC1, c1ccc(-c2ccccc2P(C2CCCCC2)C2CCCCC2)cc1. Product: O=C(c1cc(C2CCCN2c2ccc(F)cc2)c2oc(N3CCOCC3)cc(=O)c2c1)N1CCOCC1. As a reaction SMILES: [Br:56][c:57]1[cH:58][cH:59][c:60]([F:63])[cH:61][cH:62]1.[C:64](=[O:65])([O-:66])[O-:67].[C:76]([O:77][Pd:78][O:79][C:80](=[O:81])[CH3:82])(=[O:83])[CH3:84].[CH2:70]1[O:71][CH2:72][CH2:73][O:74][CH2:75]1.[Cs+:68].[Cs+:69].[O:1]1[CH2:2][CH2:3][N:4]([C:7](=[O:8])[c:9]2[cH:10][c:11]3[c:12](=[O:30])[cH:13][c:14]([N:24]4[CH2:25][CH2:26][O:27][CH2:28][CH2:29]4)[o:15][c:16]3[c:17]([CH:19]3[NH:20][CH2:21][CH2:22][CH2:23]3)[cH:18]2)[CH2:5][CH2:6]1.[c:31]1(-[c:32]2[cH:33][cH:34][cH:35][cH:36][cH:37]2)[cH:38][cH:39][cH:40][cH:41][c:42]1[P:43]([CH:44]1[CH2:45][CH2:46][CH2:47][CH2:48][CH2:49]1)[CH:50]1[CH2:51][CH2:52][CH2:53][CH2:54][CH2:55]1>>[O:1]1[CH2:2][CH2:3][N:4]([C:7](=[O:8])[c:9]2[cH:10][c:11]3[c:12](=[O:30])[cH:13][c:14]([N:24]4[CH2:25][CH2:26][O:27][CH2:28][CH2:29]4)[o:15][c:16]3[c:17]([CH:19]3[N:20]([c:57]4[cH:58][cH:59][c:60]([F:63])[cH:61][cH:62]4)[CH2:21][CH2:22][CH2:23]3)[cH:18]2)[CH2:5][CH2:6]1. Reactants: O1CCOC12CCN(CC2)[C@@H]2[C@@H]([C@]1(C)[C@@H](C2)[C@@H]2CC[C@H]3C[C@H]4[C@@H](C[C@]3(C)[C@H]2CC1)O4)O (16β-(1,4-Dioxa-8-azaspiro[4.5]dec-8-yl)-2α,3α-epoxy-17β-hydroxy-5α-androstane), OC1CCNCC1 (4-hydroxypiperidine). Product: O1CCOC12CCN(CC2)[C@@H]2[C@@H]([C@]1(C)[C@@H](C2)[C@@H]2CC[C@H]3C[C@@H]([C@H](C[C@]3(C)[C@H]2CC1)N1CCC(CC1)O)O)O (16β-(1,4-dioxa-8-azaspiro[4.5]dec-8-yl)-2β-(4-hydroxy-1-piperidinyl)-5α-androstane-3α,17β-diol). The yield is 78.3%. RXN SMILES: [O:1]1[C:5]2([CH2:10][CH2:9][N:8]([C@H:11]3[CH2:16][C@H:15]4[C@H:17]5[C@H:27]([CH2:28][CH2:29][C@:13]4([CH3:14])[C@H:12]3[OH:31])[C@:25]3([CH3:26])[C@H:20]([CH2:21][C@@H:22]4[O:30][C@@H:23]4[CH2:24]3)[CH2:19][CH2:18]5)[CH2:7][CH2:6]2)[O:4][CH2:3][CH2:2]1.[OH:32][CH:33]1[CH2:38][CH2:37][NH:36][CH2:35][CH2:34]1>>[O:1]1[C:5]2([CH2:10][CH2:9][N:8]([C@H:11]3[CH2:16][C@H:15]4[C@H:17]5[C@H:27]([CH2:28][CH2:29][C@:13]4([CH3:14])[C@H:12]3[OH:31])[C@:25]3([CH3:26])[C@H:20]([CH2:21][C@H:22]([OH:30])[C@@H:23]([N:36]4[CH2:37][CH2:38][CH:33]([OH:32])[CH2:34][CH2:35]4)[CH2:24]3)[CH2:19][CH2:18]5)[CH2:7][CH2:6]2)[O:4][CH2:3][CH2:2]1. Reported procedure: 16β-(1,4-Dioxa-8-azaspiro[4.5]dec-8-yl)-2α,3α-epoxy-17β-hydroxy-5α-androstane is reacted with 4-hydroxypiperidine as described in Example 3 to obtain the title compound in a yield of 78.3%, m.p.: 199°-201° C. Starting materials: COc1cc(C=O)cc(OC)c1OC, CC1=CC(=O)C(C)(C)O1, CCO, [Na+], [OH-]. Yields the product COc1cc(C=CC2=CC(=O)C(C)(C)O2)cc(OC)c1OC. As a reaction SMILES: [CH3:10][O:11][c:12]1[cH:13][c:14]([CH:15]=[O:16])[cH:17][c:18]([O:22][CH3:23])[c:19]1[O:20][CH3:21].[CH3:1][C:2]1([CH3:9])[O:3][C:4]([CH3:8])=[CH:5][C:6]1=[O:7].[CH3:26][CH2:27][OH:28].[Na+:25].[OH-:24]>>[CH3:1][C:2]1([CH3:9])[O:3][C:4]([CH:8]=[CH:15][c:14]2[cH:13][c:12]([O:11][CH3:10])[c:19]([O:20][CH3:21])[c:18]([O:22][CH3:23])[cH:17]2)=[CH:5][C:6]1=[O:7]. Starting materials: C(C)OCC (diethyl ether), C(CCCNCCCN)N[C@@H]1[C@]2(C)[C@@H](CC1)[C@@H]1CCC=3C=C(C=CC3[C@H]1CC2)OC (N-(5,9-Diazanonan-1-yl)-3-methoxyestra-1,3,5(10)-trien-17β-amine), Cl (HCl). The solvent is CO (methanol), CO (methanol). The product is Cl.Cl.Cl.C(CCCNCCCN)N[C@@H]1[C@]2(C)[C@@H](CC1)[C@@H]1CCC=3C=C(C=CC3[C@H]1CC2)OC (N-(5,9-Diazanonan-1-yl)-3-methoxy-estra-1,3,5(10)-trien-17β-amine trihydrochloride). As a reaction SMILES: [CH2:1]([NH:10][C@H:11]1[CH2:16][CH2:15][C@H:14]2[C@H:17]3[C@H:26]([CH2:27][CH2:28][C@:12]12[CH3:13])[C:25]1[CH:24]=[CH:23][C:22]([O:29][CH3:30])=[CH:21][C:20]=1[CH2:19][CH2:18]3)[CH2:2][CH2:3][CH2:4][NH:5][CH2:6][CH2:7][CH2:8][NH2:9].[ClH:31].C(OCC)C>CO>[ClH:31].[ClH:31].[ClH:31].[CH2:1]([NH:10][C@H:11]1[CH2:16][CH2:15][C@H:14]2[C@H:17]3[C@H:26]([CH2:27][CH2:28][C@:12]12[CH3:13])[C:25]1[CH:24]=[CH:23][C:22]([O:29][CH3:30])=[CH:21][C:20]=1[CH2:19][CH2:18]3)[CH2:2][CH2:3][CH2:4][NH:5][CH2:6][CH2:7][CH2:8][NH2:9] |f:4.5.6.7|. Procedure details: A solution of the title compound from Example 94, (0.17 g) in absolute methanol (1 ml) is treated at 20°-25° under argon with 0.53 M anhydrous HCl in methanol (2.8 ml) until acidic by pH paper. The resulting solution is stirred for --5 minutes at 20°-25°, treated with anhydrous diethyl ether (45 ml) over 30 minutes, and the resulting suspension is stirred for 15 minutes under argon. The suspension is filtered, and the filtercake is washed with anhydrous ether 15 ml). The light yellow powder is d...